From a dataset of the Open Reaction Database (ORD), a public repository of structured organic reaction records. describe an organic reaction: reactants, conditions, products, and yield Reactants: [N+](=O)(O)[O-] (nitric acid), C(C1=CC=CC=C1)OC1=CC=C(C=C1)O (4-benzyloxyphenol). Run in C(C)OC(C)=O (ethylacetate). The product is [N+](=O)([O-])C1=C(C=CC(=C1)OCC1=CC=CC=C1)O (2-nitro-4-benzyloxyphenol). The yield is 37.0%. Reaction SMILES: [N+:1]([O-:4])(O)=[O:2].[CH2:5]([O:12][C:13]1[CH:18]=[CH:17][C:16]([OH:19])=[CH:15][CH:14]=1)[C:6]1[CH:11]=[CH:10][CH:9]=[CH:8][CH:7]=1>C(OC(=O)C)C>[N+:1]([C:15]1[CH:14]=[C:13]([O:12][CH2:5][C:6]2[CH:11]=[CH:10][CH:9]=[CH:8][CH:7]=2)[CH:18]=[CH:17][C:16]=1[OH:19])([O-:4])=[O:2]. Procedure: Fumic nitric acid (d=1.52, 43.6 g, 0.70 mole) was dropwise added under stirring to 4-benzyloxyphenol (138.0 g, 0.69 mole) in ethylacetate (500 ml) at 0° C. The resulting solution was raised at room temperature and then washed in separatory funnel with sodium hydrogen carbonate in water (saturated solution). The organic layer was separated and evaporated under vacuum and the residual solid was crystallized from methanol (100 ml) to give nitrophenol (Yield of (a): 62.54 g, 36%) as yellow prisms. T...